describe an organic reaction: reactants, conditions, products, and yield From a dataset of the Open Reaction Database (ORD), a public repository of structured organic reaction records. Reactants: ClCCl, Cc1ccc2c(ncn2Cc2ccncc2)c1[N+](=O)[O-], CC(=O)O, CO, [Fe]. The product is Cc1ccc2c(ncn2Cc2ccncc2)c1N. RXN SMILES: [CH2:27]([Cl:28])[Cl:29].[CH3:1][c:2]1[c:3]([N+:18]([O-:19])=[O:20])[c:4]2[c:5]([n:6]([CH2:9][c:10]3[cH:11][cH:12][n:13][cH:14][cH:15]3)[cH:7][n:8]2)[cH:16][cH:17]1.[CH3:21][C:22](=[O:23])[OH:24].[CH3:25][OH:26].[Fe:30]>>[CH3:1][c:2]1[c:3]([NH2:18])[c:4]2[c:5]([n:6]([CH2:9][c:10]3[cH:11][cH:12][n:13][cH:14][cH:15]3)[cH:7][n:8]2)[cH:16][cH:17]1. Yields the product COc1ccc(CN2C(=O)NC3(CCN(C(=O)OC(C)(C)C)CC3)C2=O)cc1. The reactants are CC(C)(C)OC(=O)N1CCC2(CC1)NC(=O)NC2=O, O=C([O-])[O-], COc1ccc(CCl)cc1, [K+], [K+], CN(C)C=O, O. Reaction SMILES: [C:1]([CH3:2])([CH3:3])([CH3:4])[O:5][C:6](=[O:7])[N:8]1[CH2:9][CH2:10][C:11]2([C:12](=[O:17])[NH:13][C:14](=[O:16])[NH:15]2)[CH2:18][CH2:19]1.[C:30](=[O:31])([O-:32])[O-:33].[CH3:20][O:21][c:22]1[cH:23][cH:24][c:25]([CH2:26][Cl:27])[cH:28][cH:29]1.[K+:34].[K+:35].[O:36]=[CH:37][N:38]([CH3:39])[CH3:40].[OH2:41]>>[C:1]([CH3:2])([CH3:3])([CH3:4])[O:5][C:6](=[O:7])[N:8]1[CH2:9][CH2:10][C:11]2([C:12](=[O:17])[N:13]([CH2:26][c:25]3[cH:24][cH:23][c:22]([O:21][CH3:20])[cH:29][cH:28]3)[C:14](=[O:16])[NH:15]2)[CH2:18][CH2:19]1. The reactants are N (ammonia), ClC1=NC=NC2=CC(=CC=C12)CCl (4-chloro-7-chloromethylquinazoline). Reaction conditions: time 8 hour. Product: NC1=NC=NC2=CC(=CC=C12)CCl (4-Amino-7-chloromethylquinazoline). The yield is 77.0%. Reaction SMILES: [NH3:1].Cl[C:3]1[C:12]2[C:7](=[CH:8][C:9]([CH2:13][Cl:14])=[CH:10][CH:11]=2)[N:6]=[CH:5][N:4]=1>>[NH2:1][C:3]1[C:12]2[C:7](=[CH:8][C:9]([CH2:13][Cl:14])=[CH:10][CH:11]=2)[N:6]=[CH:5][N:4]=1. Reported procedure: To 15 ml of a saturated ethanolic ammonia solution is added 1.0 g (4.7 mmole) of 4-chloro-7-chloromethylquinazoline. The mixture is stirred at room temperature overnight. The precipitate which forms is collected to give 0.7 g of the title intermediate product, mp>300° C.; 77% yield. 1H NMR (d6-DMSO, 300 MHz) δ 8.38 (s, 1H), 8.20 (d, 1H), 7.78 (bs, 2H), 7.70 (s, 1H), 7.51 (d, 1H), 4.92 (s, 2H). EI MS, [M]+=193, 195 (Cl pattern). The yield is 286.4%. Solvent: O (water), ClCCl (dichloromethane). Reagents/catalysts: [Cu]I (copper(I) iodide). Conditions: temperature 75 celsius. The reactants are C(#C)C1=CC=C(C=C1)F (1-ethynyl-4-fluorobenzene), [N-]=[N+]=[N-].[Na+] (sodium azide), IC (iodomethane), [Na].O=C1C(O)=C(O)[C@H](O1)[C@@H](O)CO (L-(+)-ascorbic acid sodium salt). Yields the product FC1=CC=C(C=C1)C=1N=NN(C1)C (4-(4-Fluoro-phenyl)-1-methyl-1H-[1,2,3]triazole). As a reaction SMILES: [C:1]([C:3]1[CH:8]=[CH:7][C:6]([F:9])=[CH:5][CH:4]=1)#[CH:2].[N-:10]=[N+:11]=[N-:12].[Na+].IC.[Na].O=[C:18]1O[C@H]([C@H](CO)O)C(O)=C1O>O.ClCCl.[Cu]I>[F:9][C:6]1[CH:7]=[CH:8][C:3]([C:1]2[N:10]=[N:11][N:12]([CH3:18])[CH:2]=2)=[CH:4][CH:5]=1 |f:1.2,4.5,^1:15|. Reported procedure: The reaction mixture was splitted in 24 tubes of 1.00 g (8.32 mmol) each. A mixture of 1-ethynyl-4-fluorobenzene (24.0 g, 200 mmol), sodium azide (14.41 g, 222 mmol), iodomethane (14.93 mL, 240 mmol), copper(I) iodide (8.03 g, 42 mmol) and L-(+)-ascorbic acid sodium salt (7.84 g, 40 mmol) in water (240 mL) was heated at 75° C. for 10 h. The mixture was then diluted with dichloromethane (25 mL) and filtered off. The aqueous layer of the filtrate was extracted with dichloromethane and the combined...